Dataset: the Open Reaction Database (ORD), a public repository of structured organic reaction records. Task: describe an organic reaction: reactants, conditions, products, and yield Starting materials: C=O (formalin), C(#N)[BH3-].[Na+] (sodium cyanoborohydride), C(C)(=O)O (acetic acid), ClC=1C=CC2=C(C(=NCC=3N2C(=NN3)CN)C3=C(C=CC=C3)Cl)C1 (8-chloro-1-(aminomethyl)-6-(o-chlorophenyl)-4H-s-triazolo[4,3-a][1,4]benzodiazepine). Solvent: C(C)#N (acetonitrile). Yields the product ClC=1C=CC2=C(C(=NCC=3N2C(=NN3)CN(C)C)C3=C(C=CC=C3)Cl)C1 (8-chloro-1-[(dimethylamino)methyl]-6-(o-chlorophenyl)-4H-s-triazolo[4,3-a][1,4]benzodiazepine). As a reaction SMILES: [Cl:1][C:2]1[CH:3]=[CH:4][C:5]2[N:11]3[C:12]([CH2:15]N)=[N:13][N:14]=[C:10]3[CH2:9][N:8]=[C:7]([C:17]3[CH:22]=[CH:21][CH:20]=[CH:19][C:18]=3[Cl:23])[C:6]=2[CH:24]=1.C=O.[C:27]([BH3-])#[N:28].[Na+].[C:31](O)(=O)C>C(#N)C>[Cl:1][C:2]1[CH:3]=[CH:4][C:5]2[N:11]3[C:12]([CH2:15][N:28]([CH3:27])[CH3:31])=[N:13][N:14]=[C:10]3[CH2:9][N:8]=[C:7]([C:17]3[CH:22]=[CH:21][CH:20]=[CH:19][C:18]=3[Cl:23])[C:6]=2[CH:24]=1 |f:2.3|. Procedure: In the manner given in Example 23 a solution of 8-chloro-1-(aminomethyl)-6-(o-chlorophenyl)-4H-s-triazolo[4,3-a][1,4]benzodiazepine in acetonitrile is treated with formalin, sodium cyanoborohydride and acetic acid to give 8-chloro-1-[(dimethylamino)methyl]-6-(o-chlorophenyl)-4H-s-triazolo[4,3-a][1,4]benzodiazepine.